This data is from the Open Reaction Database (ORD), a public repository of structured organic reaction records. The task is: describe an organic reaction: reactants, conditions, products, and yield The reactants are C1CCOC1, ClCCl, O=C(Cl)C(=O)Cl, [N-]=[N+]=[N-], [Na+], CN(C)C=O, O, O=C(O)c1ccncc1. Product: O=C=Nc1ccncc1. RXN SMILES: [CH2:23]1[O:24][CH2:25][CH2:26][CH2:27]1.[Cl:10][CH2:11][Cl:12].[Cl:13][C:14]([C:16]([Cl:15])=[O:17])=[O:18].[N-:19]=[N+:20]=[N-:21].[Na+:22].[O:29]=[CH:30][N:31]([CH3:32])[CH3:33].[OH2:28].[OH:1][C:2](=[O:3])[c:4]1[cH:5][cH:6][n:7][cH:8][cH:9]1>>[c:4]1([N:19]=[C:16]=[O:17])[cH:5][cH:6][n:7][cH:8][cH:9]1. The reactants are 1-isothiacyanato-4-isopropyl-benzene, C(#N)CC(=O)N (2-cyanoacetamide), OC1=NSC(=C1C#N)NC1=CC=CC=C1 (3-Hydroxy-5-phenylamino-isothiazol-4-carbonitrile). The product is OC1=NSC(=C1C#N)NC1=CC=C(C=C1)C(C)C (3-Hydroxy-5-(4-isopropyl-phenylamino)-isothiazole-4-carbonitrile). RXN SMILES: [C:1]([CH2:3][C:4](N)=O)#N.[OH:7][C:8]1[C:12]([C:13]#[N:14])=[C:11]([NH:15][C:16]2[CH:21]=[CH:20][CH:19]=[CH:18][CH:17]=2)[S:10][N:9]=1>>[OH:7][C:8]1[C:12]([C:13]#[N:14])=[C:11]([NH:15][C:16]2[CH:17]=[CH:18][C:19]([CH:3]([CH3:4])[CH3:1])=[CH:20][CH:21]=2)[S:10][N:9]=1. Procedure: The title compound was prepared from 1-isothiacyanato-4-isopropyl-benzene and 2-cyanoacetamide by the procedure analogous to Method 2 for 3-Hydroxy-5-phenylamino-isothiazol-4-carbonitrile. 1H NMR (CD3OD) δ: 7.2–7.4 (m, 4H); 2.9 (q, 1H); 1.24 (d, 6H); MS (ES, m/z): 259.8, [M-H]+, 258.3 [M-H]−. The reactants are CCOC(=O)c1n[nH]c2c1CCCC2, CO, [Na+], [OH-]. The product is O=C(O)c1n[nH]c2c1CCCC2. Reaction SMILES: [CH2:1]([CH3:2])[O:3][C:4](=[O:5])[c:6]1[n:7][nH:8][c:9]2[c:14]1[CH2:13][CH2:12][CH2:11][CH2:10]2.[CH3:17][OH:18].[Na+:16].[OH-:15]>>[O:3]=[C:4]([OH:5])[c:6]1[n:7][nH:8][c:9]2[c:14]1[CH2:13][CH2:12][CH2:11][CH2:10]2.